From a dataset of the Open Reaction Database (ORD), a public repository of structured organic reaction records. describe an organic reaction: reactants, conditions, products, and yield As a reaction SMILES: CC(C)([O-])C.[K+].CC(=[N:10][OH:11])C.F[C:13]1[CH:20]=[C:19]([C:21]#[N:22])[CH:18]=[CH:17][C:14]=1[C:15]#[N:16].Cl.C(=O)([O-])[O-].[Na+].[Na+]>C1COCC1.CO.C(Cl)Cl.CCO>[NH2:16][C:15]1[C:14]2[CH:17]=[CH:18][C:19]([C:21]#[N:22])=[CH:20][C:13]=2[O:11][N:10]=1 |f:0.1,5.6.7,9.10|. Reaction conditions: time 20 minute. Reported procedure: To a solution of 1 M potassium tert-butoxide in THF (11.0 mL, 11.0 mmol) was added acetone oxime (0.824 g, 11.3 mmol) in one portion. After stirring for 20 min at room temperature, a solution of 2-fluoro-terephthalonitrile (1.48 g, 10.1 mmol) in THF (11 mL) was slowly added through a syringe. The reaction mixture warmed up and turned into a red solution. After stirring for 1.5 hrs at room temperature, the mixture was heated at 60° C. for 1 hr. The reaction was quenched with a mixture of saturate... Product: NC1=NOC2=C1C=CC(=C2)C#N (3-amino-benzo[d]isoxazole-6-carbonitrile). The reactants are FC1=C(C#N)C=CC(=C1)C#N (2-fluoro-terephthalonitrile), H+ CH3CN, C([O-])([O-])=O.[Na+].[Na+] (sodium carbonate), Cl (HCl), CC(C)([O-])C.[K+] (potassium tert-butoxide), CC(C)=NO (acetone oxime). Run in C1CCOC1 (THF), CO.C(Cl)Cl (MeOH DCM), CCO (EtOH), C1CCOC1 (THF). Starting materials: CC(=O)OO, CC=CC(O)C1=C(C)CCCC1(C)C, CC(=O)[O-], ClCCl, [Na+], O. Product: CC=CC(O)C12OC1(C)CCCC2(C)C. As a reaction SMILES: [C:1]([O:2][OH:4])(=[O:3])[CH3:5].[CH3:11][C:12]1=[C:13]([CH:20]([CH:21]=[CH:22][CH3:23])[OH:24])[C:14]([CH3:18])([CH3:19])[CH2:15][CH2:16][CH2:17]1.[CH3:7][C:8](=[O:9])[O-:10].[Cl:25][CH2:26][Cl:27].[Na+:6].[OH2:28]>>[O:3]1[C:12]2([CH3:11])[C:13]1([CH:20]([CH:21]=[CH:22][CH3:23])[OH:24])[C:14]([CH3:18])([CH3:19])[CH2:15][CH2:16][CH2:17]2. Reactants: CCOC(=O)CBr, O=C([O-])[O-], CN(C(=O)c1ccccc1O)c1ccccc1, CN(C)C=O, [K+], [K+], O. Product: CCOC(=O)COc1ccccc1C(=O)N(C)c1ccccc1. RXN SMILES: [Br:18][CH2:19][C:20](=[O:21])[O:22][CH2:23][CH3:24].[C:25](=[O:26])([O-:27])[O-:28].[CH3:1][N:2]([C:3]([c:4]1[c:5]([OH:6])[cH:7][cH:8][cH:9][cH:10]1)=[O:11])[c:12]1[cH:13][cH:14][cH:15][cH:16][cH:17]1.[CH3:32][N:33]([CH3:34])[CH:35]=[O:36].[K+:29].[K+:30].[OH2:31]>>[CH3:1][N:2]([C:3]([c:4]1[c:5]([O:6][CH2:19][C:20](=[O:21])[O:22][CH2:23][CH3:24])[cH:7][cH:8][cH:9][cH:10]1)=[O:11])[c:12]1[cH:13][cH:14][cH:15][cH:16][cH:17]1. The reactants are C(=O)C=1NC(=CC1)CCCCCCCCCCC (2-formyl-5-undecylpyrrole), COC1=CC(NC1)=O (4-methoxy-3-pyrrolin-2-one). Run in CS(=O)C (DMSO). Reaction conditions: temperature 60 celsius, time 8 hour. Product: COC1=CC(NC1=CC=1NC(=CC1)CCCCCCCCCCC)=O (4-methoxy-5-(5-undecyl-1H-pyrrol-2-yl-methylene)-1,5-dihydro-pyrrol-2-one). Isolated yield 88.0%. Reaction SMILES: [CH:1]([C:3]1[NH:4][C:5]([CH2:8][CH2:9][CH2:10][CH2:11][CH2:12][CH2:13][CH2:14][CH2:15][CH2:16][CH2:17][CH3:18])=[CH:6][CH:7]=1)=O.[CH3:19][O:20][C:21]1[CH2:25][NH:24][C:23](=[O:26])[CH:22]=1>CS(C)=O>[CH3:19][O:20][C:21]1[C:25](=[CH:1][C:3]2[NH:4][C:5]([CH2:8][CH2:9][CH2:10][CH2:11][CH2:12][CH2:13][CH2:14][CH2:15][CH2:16][CH2:17][CH3:18])=[CH:6][CH:7]=2)[NH:24][C:23](=[O:26])[CH:22]=1. Procedure: To a solution of 2-formyl-5-undecylpyrrole (4 g; 16.03 mmols) and 4-methoxy-3-pyrrolin-2-one (3.63 g; 32.06 mmols) in DMSO (53 ml) 2N sodium hydroxyde (45 ml) is added under nitrogen atmosphere and the mixture is stirred at 60° C. for 8 hours. After dilution with water (200 ml) the yellow suspension is extracted with dichloromethane (600 ml). The organic phase is shaken with water and brine, anhydrified over anhydrous sodium sulphate and evaporated to dryness. The crude material is taken up in h... The reactants are C(C)NC(=O)NC1=CC=C(C=C1)C=1N=C(C2=C(N1)C=NN2C)N2[C@H](COCC2)C ((S)-1-ethyl-3-(4-(1-methyl-7-(3-methylmorpholino)-1H-pyrazolo[4,3-d]pyrimidin-5-yl)phenyl)urea), [N+](=O)([O-])C1=CC=C(C=C1)B1OC(C)(C)C(C)(C)O1 (4-nitrophenylboronic acid pinacol ester). Yields the product C[C@@H]1N(CCOC1)C=1C2=C(N=C(N1)C1=CC=C(C=C1)[N+](=O)[O-])C=NN2C ((S)-3-methyl-4-(1-methyl-5-(4-nitrophenyl)-1H-pyrazolo[4,3-d]pyrimidin-7-yl)morpholine). As a reaction SMILES: C(NC(NC1C=CC([C:13]2[N:14]=[C:15]([N:23]3[CH2:28][CH2:27][O:26][CH2:25][C@@H:24]3[CH3:29])[C:16]3[N:21]([CH3:22])[N:20]=[CH:19][C:17]=3[N:18]=2)=CC=1)=O)C.[N+:30]([C:33]1[CH:38]=[CH:37][C:36](B2OC(C)(C)C(C)(C)O2)=[CH:35][CH:34]=1)([O-:32])=[O:31]>>[CH3:29][C@H:24]1[CH2:25][O:26][CH2:27][CH2:28][N:23]1[C:15]1[C:16]2[N:21]([CH3:22])[N:20]=[CH:19][C:17]=2[N:18]=[C:13]([C:36]2[CH:35]=[CH:34][C:33]([N+:30]([O-:32])=[O:31])=[CH:38][CH:37]=2)[N:14]=1. Reported procedure: This compound was prepared in an analogous fashion to (S)-1-ethyl-3-(4-(1-methyl-7-(3-methylmorpholino)-1H-pyrazolo[4,3-d]pyrimidin-5-yl)phenyl)urea, using 4-nitrophenylboronic acid pinacol ester as the starting material. 1H NMR (CDCl3, 400 MHz) δ ppm 8.62 (d, J=9.0 Hz, 2H), 8.32 (d, J=9.0 Hz, 2H), 8.22 (s, 1H), 4.27 to 4.17 (m, 4H), 4.08 to 3.95 (m, 2H), 3.93 to 3.82 (m, 1H), 3.79 to 3.67 (m, 2H), 3.60 to 3.50 (m, 1H), 1.38 (d, J=6.6 Hz, 3H). Reactants: C(N)(=S)C1=CC=C(C(=O)OC)C=C1 (methyl 4-thiocarbamoylbenzoate), BrC1=CC=C(C(CBr)=O)C=C1 (4-bromophenacyl bromide). The product is BrC1=CC=C(C=C1)C=1N=C(SC1)C1=CC=C(C(=O)OC)C=C1 (methyl 4-[4-(4-bromophenyl)-2-thiazolyl]benzoate). Yield: 73.0%. Reaction SMILES: [C:1]([C:4]1[CH:13]=[CH:12][C:7]([C:8]([O:10][CH3:11])=[O:9])=[CH:6][CH:5]=1)(=[S:3])[NH2:2].[Br:14][C:15]1[CH:24]=[CH:23][C:18]([C:19](=O)[CH2:20]Br)=[CH:17][CH:16]=1>>[Br:14][C:15]1[CH:24]=[CH:23][C:18]([C:19]2[N:2]=[C:1]([C:4]3[CH:13]=[CH:12][C:7]([C:8]([O:10][CH3:11])=[O:9])=[CH:6][CH:5]=3)[S:3][CH:20]=2)=[CH:17][CH:16]=1. Procedure details: In the same manner as in Example 74, methyl 4-thiocarbamoylbenzoate was reacted with 4-bromophenacyl bromide to obtain methyl 4-[4-(4-bromophenyl)-2-thiazolyl]benzoate. The product was recrystallized from ethanol. Yield: 73%. Colorless prisms. Melting point: 206 to 207° C. Reactants: CC1=CC2=C(CN(CC2O)C)O1 (2,6-dimethyl-4,5,6,7-tetrahydrofuro[2,3-c]pyridin-4-ol), C(N)(=O)C=1C=C(C=CC1Cl)F (3-carbamoyl-4-chloro-1-fluorobenzene). Product: Cl.C(N)(=O)C=1C=C(C=CC1Cl)OC1C2=C(CN(C1)C)OC(=C2)C (4-(3-Carbamoyl-4-chlorophenyloxy)-2,6-dimethyl-4,5,6,7-tetrahydrofuro[2,3-c]pyridine hydrochloride). As a reaction SMILES: [CH3:1][C:2]1[O:12][C:5]2[CH2:6][N:7]([CH3:11])[CH2:8][CH:9]([OH:10])[C:4]=2[CH:3]=1.[C:13]([C:16]1[CH:17]=[C:18](F)[CH:19]=[CH:20][C:21]=1[Cl:22])(=[O:15])[NH2:14]>>[ClH:22].[C:13]([C:16]1[CH:17]=[C:18]([O:10][CH:9]2[CH2:8][N:7]([CH3:11])[CH2:6][C:5]3[O:12][C:2]([CH3:1])=[CH:3][C:4]2=3)[CH:19]=[CH:20][C:21]=1[Cl:22])(=[O:15])[NH2:14] |f:2.3|. Procedure details: The same method as in Example 3 was conducted using 2,6-dimethyl-4,5,6,7-tetrahydrofuro[2,3-c]pyridin-4-ol (Reference Example 2) instead of 6-methyl-4,5,6,7-tetrahydrofuro[2,3-c]pyridin-4-ol (Reference Example 1) and was conducted using 3-carbamoyl-4-chloro-1-fluorobenzene instead of 1,3-difluorobenzene to give the objective compound.